From a dataset of the Open Reaction Database (ORD), a public repository of structured organic reaction records. describe an organic reaction: reactants, conditions, products, and yield Reactants: O=C([O-])O, CCOC(C)=O, Cl, O=C(Cl)c1ccc(F)cc1, COC(=O)C(N)C(=O)c1ccc(Cl)s1, [Na+], O. Product: COC(=O)C(NC(=O)c1ccc(F)cc1)C(=O)c1ccc(Cl)s1. RXN SMILES: [C:26](=[O:27])([O-:28])[OH:29].[CH3:31][CH2:32][O:33][C:34](=[O:35])[CH3:36].[ClH:1].[F:16][c:17]1[cH:18][cH:19][c:20]([C:21](=[O:22])[Cl:23])[cH:24][cH:25]1.[NH2:2][CH:3]([C:4](=[O:5])[O:6][CH3:7])[C:8](=[O:9])[c:10]1[s:11][c:12]([Cl:15])[cH:13][cH:14]1.[Na+:30].[OH2:37]>>[NH:2]([CH:3]([C:4](=[O:5])[O:6][CH3:7])[C:8](=[O:9])[c:10]1[s:11][c:12]([Cl:15])[cH:13][cH:14]1)[C:21]([c:20]1[cH:19][cH:18][c:17]([F:16])[cH:25][cH:24]1)=[O:22]. Reactants: ClCCCCOC=1C=CC2=C(C(OC(N2)=O)(C)C)C1 (6-(4-chlorobutoxy)-4,4-dimethyl-4H-3,1-benzoxazin-2-one), C(C)(C)(C)C1=CC=C(C=C1)S (4-tert.butyl-thiophenol). The product is C(C)(C)(C)C1=CC=C(C=C1)SCCCCOC=1C=CC2=C(C(OC(N2)=O)(C)C)C1 (6-[4-(4-tert.Butyl-phenylmercapto)-butoxy]-4,4-dimethyl-4H-3,1-benzoxazin-2-one). Reaction SMILES: Cl[CH2:2][CH2:3][CH2:4][CH2:5][O:6][C:7]1[CH:8]=[CH:9][C:10]2[NH:15][C:14](=[O:16])[O:13][C:12]([CH3:18])([CH3:17])[C:11]=2[CH:19]=1.[C:20]([C:24]1[CH:29]=[CH:28][C:27]([SH:30])=[CH:26][CH:25]=1)([CH3:23])([CH3:22])[CH3:21]>>[C:20]([C:24]1[CH:25]=[CH:26][C:27]([S:30][CH2:2][CH2:3][CH2:4][CH2:5][O:6][C:7]2[CH:8]=[CH:9][C:10]3[NH:15][C:14](=[O:16])[O:13][C:12]([CH3:18])([CH3:17])[C:11]=3[CH:19]=2)=[CH:28][CH:29]=1)([CH3:23])([CH3:21])[CH3:22]. Procedure: Prepared analogously to Example 1 from 6-(4-chlorobutoxy)-4,4-dimethyl-4H-3,1-benzoxazin-2-one and 4-tert.butyl-thiophenol. Reactants: 1l, BrC=1C=C(C=O)C=C(C1OCCOC)OC (3-bromo-4-(2-methoxyethoxy)-5-methoxybenzaldehyde), C1CCOC1 (THF), C1(=CC=CC=C1)[Mg]Br (phenylmagnesiumbromide), solution. Solvent: C(C)OCC (diethyl ether). Run at temperature 0 celsius, time 1 hour. The product is BrC=1C=C(C=C(C1OCCOC)OC)C(O)C1=CC=CC=C1 (1-(3-bromo-4-(2-methoxyethoxy)-5-methoxyphenyl)-1-phenylmethanol). Reaction SMILES: [Br:1][C:2]1[CH:3]=[C:4]([CH:7]=[C:8]([O:15][CH3:16])[C:9]=1[O:10][CH2:11][CH2:12][O:13][CH3:14])[CH:5]=[O:6].C1COCC1.[C:22]1([Mg]Br)[CH:27]=[CH:26][CH:25]=[CH:24][CH:23]=1>C(OCC)C>[Br:1][C:2]1[CH:3]=[C:4]([CH:5]([C:22]2[CH:27]=[CH:26][CH:25]=[CH:24][CH:23]=2)[OH:6])[CH:7]=[C:8]([O:15][CH3:16])[C:9]=1[O:10][CH2:11][CH2:12][O:13][CH3:14]. Procedure details: To a 1l round bottomed flask with a stirring bar and an argon inlet was added 3-bromo-4-(2-methoxyethoxy)-5-methoxybenzaldehyde (12.00 g, 41.50 mmol) and dry THF (150 mL). This solution was cooled in an ice bath and phenylmagnesiumbromide in diethyl ether (16.6 mL of a 3.0 M solution, 49.81 mmol) was added with a syringe. The resulting solution was stirred for 1 h at 0° C. The reaction was quenched with aqueous NH4Cl solution. The mixture was diluted with EtOAc and the layers were separated. The... Reactants: CC(=O)N1C(c2ccccc2)SC(C)(C)C1C(=O)O, COc1ccc(O)c(C2Sc3cc(Cl)ccc3N2C(C)=O)c1, CCOC(=O)N=NC(=O)OCC, CN(C)C=O. Product: COc1ccc(OC(=O)C2N(C(C)=O)C(c3ccccc3)SC2(C)C)c(C2Sc3cc(Cl)ccc3N2C(C)=O)c1. Reaction SMILES: [C:1]([CH3:2])(=[O:3])[N:4]1[CH:5]([c:14]2[cH:15][cH:16][cH:17][cH:18][cH:19]2)[S:6][C:7]([CH3:12])([CH3:13])[CH:8]1[C:9](=[O:10])[OH:11].[C:20]([CH3:21])(=[O:22])[N:23]1[CH:24]([c:33]2[c:34]([OH:41])[cH:35][cH:36][c:37]([O:39][CH3:40])[cH:38]2)[S:25][c:26]2[c:27]1[cH:28][cH:29][c:30]([Cl:32])[cH:31]2.[O:42]=[C:43]([O:44][CH2:45][CH3:46])[N:47]=[N:48][C:49]([O:50][CH2:51][CH3:52])=[O:53].[O:54]=[CH:55][N:56]([CH3:57])[CH3:58]>>[C:1]([CH3:2])(=[O:3])[N:4]1[CH:5]([c:14]2[cH:15][cH:16][cH:17][cH:18][cH:19]2)[S:6][C:7]([CH3:12])([CH3:13])[CH:8]1[C:9]([O:10][c:34]1[c:33]([CH:24]2[N:23]([C:20]([CH3:21])=[O:22])[c:27]3[c:26]([cH:31][c:30]([Cl:32])[cH:29][cH:28]3)[S:25]2)[cH:38][c:37]([O:39][CH3:40])[cH:36][cH:35]1)=[O:11]. The yield is 149.5%. Yields the product C(C)OCCN1C=C(C=2C1=NC=CC2)N2CCCCC2 (1-(2-ethoxyethyl)-3-piperidinyl-1H-pyrrolo[2,3-b]pyridine). Reaction SMILES: C(OC(N1CCC([C:12]2[C:20]3[C:15](=[N:16][CH:17]=[CH:18][CH:19]=3)[N:14]([CH2:21][CH2:22][O:23][CH2:24][CH3:25])[CH:13]=2)CC1)=O)C.[OH-].[K+]>C(O)(C)C>[CH2:24]([O:23][CH2:22][CH2:21][N:14]1[C:15]2=[N:16][CH:17]=[CH:18][CH:19]=[C:20]2[C:12]([N:16]2[CH2:17][CH2:18][CH2:19][CH2:20][CH2:15]2)=[CH:13]1)[CH3:25] |f:1.2|. Procedure details: 1.1 g (3.18 mmol) of 4-[1-(2-ethoxyethyl)-1H-pyrrolo[2,3-b]pyridin-3-yl]-piperidine-1-carboxylic acid ethyl ester were added to a solution of 2.1 g (31.8 mmol) of potassium hydroxide in 30 ml of isopropanol. The mixture was refluxed for 20 hours. The solvent was distilled off and cold water was added. This solution was acidified with concentrated hydrochloric acid and then basified with 8 N aqueous sodium hydroxide solution. This aqueous solution was extracted twice with ethyl acetate. The organ... The solvent is C(C)(C)O (isopropanol). Reactants: C(C)OC(=O)N1CCC(CC1)C1=CN(C2=NC=CC=C21)CCOCC (4-[1-(2-ethoxyethyl)-1H-pyrrolo[2,3-b]pyridin-3-yl]-piperidine-1-carboxylic acid ethyl ester), [OH-].[K+] (potassium hydroxide). The reactants are N#CC1=CC=C(C=C1)NC(=O)C. The reagents and catalysts are O1B(OC(C)(C)C1(C)C)B2OC(C)(C)C(O2)(C)C, N=1C=CC(=CC1C=2N=CC=C(C2)C(C)(C)C)C(C)(C)C, C[OH2+].C[OH2+].C1CC=CCCC=C1.C1CC=CCCC=C1.[Ir].[Ir]. The solvent is O1CCCC1. Conditions: temperature 25 celsius, time 18 hour. Product: N#CC1=CC=C(C=C1B2OC(C)(C)C(O2)(C)C)NC(=O)C. The yield is 62.0%. Reaction conditions: time 2 hour. The solvent is C(C)N(CC)CC (triethylamine), ClCCl (dichloromethane). Reactants: CSCC(=O)Cl ((Methylthio)acetyl chloride), I.CN(N=CC1=CC=CC=C1)C(=N)SC (methyl 1-methyl-2-(phenylmethylene)hydrazine carboximidothioate hydroiodide). Procedure: (Methylthio)acetyl chloride (5.6 g) was added portionwise to a solution of methyl 1-methyl-2-(phenylmethylene)hydrazine carboximidothioate hydroiodide (A) (10.4 g) in triethylamine (7.08 g) and dichloromethane (55 ml) and the mixture stirred at room temperature for 2 h. The mixture was washed with water and evaporated to give an oil which was chromatographed using 1:1 ether-petroleum ether (b.p. 60°-80°) followed by ether to give the title compound (4.6 g) as a cream solid, m.p. 68°-70°. Yield: 50.2%. The product is CSCC(=O)N=C(SC)N(N=CC1=CC=CC=C1)C (Methyl N-[2-(methylthio)acetyl]-1-methyl-2-(phenylmethylene)hydrazine carboximidothioate). As a reaction SMILES: [CH3:1][S:2][CH2:3][C:4](Cl)=[O:5].I.[CH3:8][N:9]([C:18]([S:20][CH3:21])=[NH:19])[N:10]=[CH:11][C:12]1[CH:17]=[CH:16][CH:15]=[CH:14][CH:13]=1>C(N(CC)CC)C.ClCCl>[CH3:1][S:2][CH2:3][C:4]([N:19]=[C:18]([N:9]([CH3:8])[N:10]=[CH:11][C:12]1[CH:17]=[CH:16][CH:15]=[CH:14][CH:13]=1)[S:20][CH3:21])=[O:5] |f:1.2|.